From a dataset of the Open Reaction Database (ORD), a public repository of structured organic reaction records. describe an organic reaction: reactants, conditions, products, and yield The reactants are O, O=S(=O)(O)O, CCOC(=O)Cn1ccnc1S(C)(=O)=O. Yields the product CS(=O)(=O)c1nccn1CC(=O)O. Reaction SMILES: [OH2:16].[S:17](=[O:18])(=[O:19])([OH:20])[OH:21].[S:1](=[O:2])(=[O:3])([CH3:4])[c:5]1[n:6]([CH2:10][C:11](=[O:12])[O:13][CH2:14][CH3:15])[cH:7][cH:8][n:9]1>>[S:1](=[O:2])(=[O:3])([CH3:4])[c:5]1[n:6]([CH2:10][C:11](=[O:12])[OH:13])[cH:7][cH:8][n:9]1. Reactants: CC(C)N(CC(N)=O)C(=O)c1csc(N2CC(OS(C)(=O)=O)C2)n1, CC([O-])=S, CN(C)C=O, [K+]. Yields the product CC(=O)SC1CN(c2nc(C(=O)N(CC(N)=O)C(C)C)cs2)C1. RXN SMILES: [C:1]([NH2:2])(=[O:3])[CH2:4][N:5]([C:6](=[O:7])[c:8]1[n:9][c:10]([N:13]2[CH2:14][CH:15]([O:17][S:18]([CH3:19])(=[O:20])=[O:21])[CH2:16]2)[s:11][cH:12]1)[CH:22]([CH3:23])[CH3:24].[C:25]([CH3:26])(=[S:27])[O-:28].[CH3:30][N:31]([CH3:32])[CH:33]=[O:34].[K+:29]>>[C:1]([NH2:2])(=[O:3])[CH2:4][N:5]([C:6](=[O:7])[c:8]1[n:9][c:10]([N:13]2[CH2:14][CH:15]([S:27][C:25]([CH3:26])=[O:28])[CH2:16]2)[s:11][cH:12]1)[CH:22]([CH3:23])[CH3:24].